This data is from the Open Reaction Database (ORD), a public repository of structured organic reaction records. The task is: describe an organic reaction: reactants, conditions, products, and yield The reactants are CC(C)(C)OC(=O)N1CCC(Cc2n[nH]c(=O)n2-c2ccc(Br)cc2)C1, O=C([O-])O, C1COCCO1, CC1(C)OB(c2ccc3occc3c2)OC1(C)C, CCOC(C)=O, [Na+], O. Product: CC(C)(C)OC(=O)N1CCC(Cc2n[nH]c(=O)n2-c2ccc(-c3ccc4occc4c3)cc2)C1. Reaction SMILES: [Br:1][c:2]1[cH:3][cH:4][c:5](-[n:8]2[c:9]([CH2:14][CH:15]3[CH2:16][N:17]([C:20](=[O:21])[O:22][C:23]([CH3:24])([CH3:25])[CH3:26])[CH2:18][CH2:19]3)[n:10][nH:11][c:12]2=[O:13])[cH:6][cH:7]1.[C:45](=[O:46])([OH:47])[O-:48].[CH2:50]1[O:51][CH2:52][CH2:53][O:54][CH2:55]1.[CH3:27][C:28]1([CH3:29])[C:30]([CH3:31])([CH3:32])[O:33][B:34]([c:35]2[cH:36][cH:37][c:38]3[c:39]([cH:40][cH:41][o:42]3)[cH:43]2)[O:44]1.[CH3:57][CH2:58][O:59][C:60](=[O:61])[CH3:62].[Na+:49].[OH2:56]>>[c:2]1(-[c:35]2[cH:36][cH:37][c:38]3[c:39]([cH:40][cH:41][o:42]3)[cH:43]2)[cH:3][cH:4][c:5](-[n:8]2[c:9]([CH2:14][CH:15]3[CH2:16][N:17]([C:20](=[O:21])[O:22][C:23]([CH3:24])([CH3:25])[CH3:26])[CH2:18][CH2:19]3)[n:10][nH:11][c:12]2=[O:13])[cH:6][cH:7]1. Reactants: S(=O)(=O)(C(F)(F)F)OS(=O)(=O)C(F)(F)F (triflic anhydride), initial precipitate, C(CCOC1C(CN2[C@@H]1[C@@H](N(C1=C(C2=O)C=C(C=C1)OC)C(=O)OCC(Cl)(Cl)Cl)O[Si](C)(C)C(C)(C)C)=O)OC1C(CN2[C@@H]1[C@@H](N(C1=C(C2=O)C=C(C=C1)OC)C(=O)OCC(Cl)(Cl)Cl)O[Si](C)(C)C(C)(C)C)=O (1,1′-[[(Propane-1,3-diyl)dioxy]bis[(11S,11aS)-10-(2,2,2-trichloroethoxycarbonyl)-11-(tert-butyldimethylsilyloxy)-7-methoxy-2-oxo-1,2,3,10,11,11a-hexahydro-5H-pyrrolo[2,1-c][1,4]benzodiazepin-5-one]]), N1=CC=CC=C1 (pyridine). The solvent is CCOC(=O)C.CCCCCC (EtOAc hexane). Product: C(CCOC1C(=CN2[C@@H]1[C@@H](N(C1=C(C2=O)C=C(C=C1)OC)C(=O)OCC(Cl)(Cl)Cl)O[Si](C)(C)C(C)(C)C)OS(=O)(=O)C(F)(F)F)OC1C(=CN2[C@@H]1[C@@H](N(C1=C(C2=O)C=C(C=C1)OC)C(=O)OCC(Cl)(Cl)Cl)O[Si](C)(C)C(C)(C)C)OS(=O)(=O)C(F)(F)F (1,1′-[[(Propane-1,3-diyl)dioxy]bis[(11S,11aS)-10-(2,2,2-trichloroethoxycarbonyl)-11-(tert-butyldimethylsilyloxy)-7-methoxy-2-[[(trifluoromethyl)sulfonyl]oxy]-1,10,11,11a-tetrahydro-5H-pyrrolo[2,1-c][1,4]benzodiazepin-5-one]]). The yield is 0.1%. RXN SMILES: S([O:8][S:9]([C:12]([F:15])([F:14])[F:13])(=[O:11])=[O:10])(C(F)(F)F)(=O)=O.[CH2:16]([O:54][CH:55]1[C@H:59]2[C@H:60]([O:80][Si:81]([C:84]([CH3:87])([CH3:86])[CH3:85])([CH3:83])[CH3:82])[N:61]([C:72]([O:74][CH2:75][C:76]([Cl:79])([Cl:78])[Cl:77])=[O:73])[C:62]3[CH:69]=[CH:68][C:67]([O:70][CH3:71])=[CH:66][C:63]=3[C:64](=[O:65])[N:58]2[CH2:57][C:56]1=O)[CH2:17][CH2:18][O:19][CH:20]1[C@H:24]2[C@H:25]([O:45][Si:46]([C:49]([CH3:52])([CH3:51])[CH3:50])([CH3:48])[CH3:47])[N:26]([C:37]([O:39][CH2:40][C:41]([Cl:44])([Cl:43])[Cl:42])=[O:38])[C:27]3[CH:34]=[CH:33][C:32]([O:35][CH3:36])=[CH:31][C:28]=3[C:29](=[O:30])[N:23]2[CH2:22][C:21]1=[O:53].N1C=CC=CC=1>CCOC(C)=O.CCCCCC>[CH2:16]([O:54][CH:55]1[C@H:59]2[C@H:60]([O:80][Si:81]([C:84]([CH3:87])([CH3:86])[CH3:85])([CH3:83])[CH3:82])[N:61]([C:72]([O:74][CH2:75][C:76]([Cl:79])([Cl:78])[Cl:77])=[O:73])[C:62]3[CH:69]=[CH:68][C:67]([O:70][CH3:71])=[CH:66][C:63]=3[C:64](=[O:65])[N:58]2[CH:57]=[C:56]1[O:8][S:9]([C:12]([F:13])([F:14])[F:15])(=[O:10])=[O:11])[CH2:17][CH2:18][O:19][CH:20]1[C@H:24]2[C@H:25]([O:45][Si:46]([C:49]([CH3:52])([CH3:51])[CH3:50])([CH3:48])[CH3:47])[N:26]([C:37]([O:39][CH2:40][C:41]([Cl:44])([Cl:43])[Cl:42])=[O:38])[C:27]3[CH:34]=[CH:33][C:32]([O:35][CH3:36])=[CH:31][C:28]=3[C:29](=[O:30])[N:23]2[CH:22]=[C:21]1[O:53][S:9]([C:12]([F:15])([F:14])[F:13])(=[O:10])=[O:8] |f:3.4|. Procedure details: Anhydrous triflic anhydride (3.09 mL, 5.19 g, 18.4 mmol, 22 eq) taken from a freshly opened ampule was added rapidly in one portion to a vigorously stirred solution of ketone 12 (0.98 g, 0.84 mmol) and anhydrous pyridine (1.49 mL, 1.46 g, 18.4 mmol, 22 eq) in dry DAM (50 mL) at room temperature under a nitrogen atmosphere. The initial precipitate dissolved gradually and the solution eventually turned a dark red colour. The reaction mixture was allowed to stir for 4.5 h when TLC (80:20 v/v EtOAc/... Starting materials: C(C)OC(C(N(C)C)C1=CC(=CC=C1)Br)=O ((3-bromo-phenyl)-dimethylamino-acetic acid ethyl ester), [OH-].[K+] (potassium hydroxide), O (water), Cl (hydrochloric acid). Solvent: CN(C)C=O (DMF). Yields the product BrC=1C=C(C=CC1)C(C(=O)O)N(C)C ((3-Bromo-phenyl)-dimethylamino-acetic acid). The yield is 93.6%. RXN SMILES: C([O:3][C:4](=[O:16])[CH:5]([C:9]1[CH:14]=[CH:13][CH:12]=[C:11]([Br:15])[CH:10]=1)[N:6]([CH3:8])[CH3:7])C.[OH-].[K+].O.Cl>CN(C=O)C>[Br:15][C:11]1[CH:10]=[C:9]([CH:5]([N:6]([CH3:8])[CH3:7])[C:4]([OH:16])=[O:3])[CH:14]=[CH:13][CH:12]=1 |f:1.2|. Procedure: To a solution of (3-bromo-phenyl)-dimethylamino-acetic acid ethyl ester (350 mg, 1.2 mmol) in DMF was added potassium hydroxide (4 mL, 50% in water) and water (50 mL). The resulting mixture was refluxed for 25 hours. The mixture was neutralized to pH 7 with concentrated hydrochloric acid and extracted with ethyl acetate (50 mL×4). The combined organic extracts were dried over sodium sulfate, filtered, and concentrated to afford (3-Bromo-phenyl)-dimethylamino-acetic acid (290 mg, 94%). MS: m/z 25... Starting materials: Cc1ccc(N=C=S)cc1, Cc1ccccc1, Nc1ncccc1OCc1c(F)cccc1Cl. Yields the product Cc1ccc(NC(=S)Nc2ncccc2OCc2c(F)cccc2Cl)cc1. Reaction SMILES: [CH3:18][c:19]1[cH:20][cH:21][c:22]([N:25]=[C:26]=[S:27])[cH:23][cH:24]1.[CH3:28][c:29]1[cH:30][cH:31][cH:32][cH:33][cH:34]1.[NH2:1][c:2]1[n:3][cH:4][cH:5][cH:6][c:7]1[O:8][CH2:9][c:10]1[c:11]([Cl:17])[cH:12][cH:13][cH:14][c:15]1[F:16]>>[NH:1]([c:2]1[n:3][cH:4][cH:5][cH:6][c:7]1[O:8][CH2:9][c:10]1[c:11]([Cl:17])[cH:12][cH:13][cH:14][c:15]1[F:16])[C:26]([NH:25][c:22]1[cH:21][cH:20][c:19]([CH3:18])[cH:24][cH:23]1)=[S:27]. Starting materials: ClCC(=O)CCl.C(C1=CC=CC=C1)OC(=O)N[C@@H](CC1=CC=CC=C1)C(=O)O (N-benzyloxycarbonyl-L-phenylalanine chloromethyl ketone), CCCCCC (hexane), solid, [BH4-].[Na+] (sodium borohydride). The solvent is CO (methanol), O1CCCC1 (tetrahydrofuran). Run at temperature 60 celsius. Yields the product C(C1=CC=CC=C1)OC(=O)N[C@H]([C@@H](CCl)O)CC1=CC=CC=C1 (N-benzyloxycarbonyl-3(S)-amino-1-chloro-4-phenyl-2(S)-butanol). Isolated yield 42.8%. Reaction SMILES: [Cl:1][CH2:2]C(CCl)=O.[CH2:7]([O:14][C:15]([NH:17][C@H:18]([C:26]([OH:28])=O)[CH2:19][C:20]1[CH:25]=[CH:24][CH:23]=[CH:22][CH:21]=1)=[O:16])[C:8]1[CH:13]=[CH:12][CH:11]=[CH:10][CH:9]=1.[BH4-].[Na+].CCCCCC>CO.O1CCCC1>[CH2:7]([O:14][C:15]([NH:17][C@@H:18]([CH2:19][C:20]1[CH:21]=[CH:22][CH:23]=[CH:24][CH:25]=1)[C@H:26]([OH:28])[CH2:2][Cl:1])=[O:16])[C:8]1[CH:9]=[CH:10][CH:11]=[CH:12][CH:13]=1 |f:0.1,2.3|. Reported procedure: To a solution of 0.226 mol of N-benzyloxycarbonyl-L-phenylalanine chloromethyl ketone in a mixture of 807 mL of methanol and 807 mL of tetrahydrofuran at −2° C., is added 1.54 equiv. of solid sodium borohydride over one hundred minutes. The solvents are then removed under reduced pressure at 40° C. and the residue is dissolved in ethyl acetate (approx. 1 L). The solution is washed sequentially with 1M potassium hydrogen sulfate, saturated sodium bicarbonate and is then saturated sodium chloride ... The reactants are C(C1=CC=CC=C1)OC(=O)N1CCN(CC1)C1CCN(CC1)C1=CC(=C(C=C1)N)OC (4-[1-(4-Amino-3-methoxy-phenyl)-piperidin-4-yl]-piperazine-1-carboxylic acid benzyl ester), CS(=O)C1=NN2C(C=N1)=CC=C2C2=C(C=CC=C2)OC (2-Methanesulfinyl-7-(2-methoxy-phenyl)-pyrrolo[2,1-f][1,2,4]triazine), C(C)(=O)[O-].[K+] (Potassium acetate). Run in CN(C=O)C (N,N-Dimethylformamide). Reaction conditions: temperature 110 celsius. Product: C(C1=CC=CC=C1)OC(=O)N1CCN(CC1)C1CCN(CC1)C1=CC(=C(C=C1)NC1=NN2C(C=N1)=CC=C2C2=C(C=CC=C2)OC)OC (4-(1-{3-Methoxy-4-[7-(2-methoxy-phenyl)-pyrrolo[2,1-f][1,2,4]triazin-2-ylamino]-phenyl}-piperidin-4-yl)-piperazine-1-carboxylic acid benzyl ester). The yield is 87.5%. Reaction SMILES: [CH2:1]([O:8][C:9]([N:11]1[CH2:16][CH2:15][N:14]([CH:17]2[CH2:22][CH2:21][N:20]([C:23]3[CH:28]=[CH:27][C:26]([NH2:29])=[C:25]([O:30][CH3:31])[CH:24]=3)[CH2:19][CH2:18]2)[CH2:13][CH2:12]1)=[O:10])[C:2]1[CH:7]=[CH:6][CH:5]=[CH:4][CH:3]=1.CS([C:35]1[N:40]=[CH:39][C:38]2=[CH:41][CH:42]=[C:43]([C:44]3[CH:49]=[CH:48][CH:47]=[CH:46][C:45]=3[O:50][CH3:51])[N:37]2[N:36]=1)=O.C([O-])(=O)C.[K+]>CN(C)C=O>[CH2:1]([O:8][C:9]([N:11]1[CH2:16][CH2:15][N:14]([CH:17]2[CH2:22][CH2:21][N:20]([C:23]3[CH:28]=[CH:27][C:26]([NH:29][C:35]4[N:40]=[CH:39][C:38]5=[CH:41][CH:42]=[C:43]([C:44]6[CH:49]=[CH:48][CH:47]=[CH:46][C:45]=6[O:50][CH3:51])[N:37]5[N:36]=4)=[C:25]([O:30][CH3:31])[CH:24]=3)[CH2:19][CH2:18]2)[CH2:13][CH2:12]1)=[O:10])[C:2]1[CH:7]=[CH:6][CH:5]=[CH:4][CH:3]=1 |f:2.3|. Procedure details: A mixture of 4-[1-(4-Amino-3-methoxy-phenyl)-piperidin-4-yl]-piperazine-1-carboxylic acid benzyl ester (0.62 g, 0.0015 mol), 2-Methanesulfinyl-7-(2-methoxy-phenyl)-pyrrolo[2,1-f][1,2,4]triazine (0.3 g, 0.0009 mol) and Potassium acetate (0.59 g, 0.0060 mol) in N,N-Dimethylformamide (10 mL) was heated at 110° C. for 40 hr. The solvent was evaporated and the residue chromatographed on silica gel prep plates 2× with ethyl acetate-IPA (20-1) giving 4-(1-{3-Methoxy-4-[7-(2-methoxy-phenyl)-pyrrolo[2,1-...